Dataset: the Open Reaction Database (ORD), a public repository of structured organic reaction records. Task: describe an organic reaction: reactants, conditions, products, and yield The reactants are CC(C)(C)OC(=O)N1CC(O)C(Nc2ccccc2)C1, CI, C1CCOC1. Yields the product COC1CN(C(=O)OC(C)(C)C)CC1Nc1ccccc1. Reaction SMILES: [C:3]([CH3:4])([CH3:5])([CH3:6])[O:7][C:8](=[O:9])[N:10]1[CH2:11][CH:12]([OH:22])[CH:13]([NH:15][c:16]2[cH:17][cH:18][cH:19][cH:20][cH:21]2)[CH2:14]1.[CH3:1][I:2].[O:23]1[CH2:24][CH2:25][CH2:26][CH2:27]1>>[CH3:1][O:22][CH:12]1[CH2:11][N:10]([C:8]([O:7][C:3]([CH3:4])([CH3:5])[CH3:6])=[O:9])[CH2:14][CH:13]1[NH:15][c:16]1[cH:17][cH:18][cH:19][cH:20][cH:21]1. Reactants: COC1=C(C=CC(=C1)N)C#N, C1[C@H](OC2=C(CN1CCO)C=CC(=N2)Cl)C3=CC=CC=C3. The reagents and catalysts are C(=O)([O-])[O-].[Cs+].[Cs+], C1CCC(CC1)P(C2CCCCC2)C3=CC=CC=C3C4=CC=CC=C4, CC(=O)O.CC(=O)O.[Pd]. Run in COCCOC. Run at temperature 100 celsius. Product: COC1=C(C=CC(=C1)NC2=NC3=C(CN(C[C@H](O3)C4=CC=CC=C4)CCO)C=C2)C#N. Yield: 13.2%. Reported procedure: 4-amino-2-methoxybenzonitrile (72.9 mg, 0.49 mmol), (R)-2-(8-chloro-2-phenyl-2,3-dihydropyrido[3,2-f][1,4]oxazepin-4(5H)-yl)ethanol (150 mg, 0.49 mmol), Palladium acetate (11.05 mg, 0.05 mmol), 2-(Dicyclohexylphosphino)biphenyl (17.25 mg, 0.05 mmol)and Cesium carbonate (481 mg, 1.48 mmol) were added to a microwave vial. 1,2-dimethoxyethane (2 mL) and EtOH (0.500 mL) were added. The reaction mixture was flushed with argon and the mixture was run in a microwave for 60 minutes at 100°C. The solvent... Reactants: COC(=O)CN(Cc1ccccc1)CC1(CO[Si](C)(C)C(C)(C)C)CC1, CC#N, O, O[Si](O)(O)F. The product is COC(=O)CN(Cc1ccccc1)CC1(CO)CC1. As a reaction SMILES: [CH2:1]([c:2]1[cH:3][cH:4][cH:5][cH:6][cH:7]1)[N:8]([CH2:9][C:10]1([CH2:13][O:14][Si:15]([C:16]([CH3:17])([CH3:18])[CH3:19])([CH3:20])[CH3:21])[CH2:11][CH2:12]1)[CH2:22][C:23](=[O:24])[O:25][CH3:26].[CH3:27][C:28]#[N:29].[OH2:35].[Si:30]([F:31])([OH:32])([OH:33])[OH:34]>>[CH2:1]([c:2]1[cH:3][cH:4][cH:5][cH:6][cH:7]1)[N:8]([CH2:9][C:10]1([CH2:13][OH:14])[CH2:11][CH2:12]1)[CH2:22][C:23](=[O:24])[O:25][CH3:26]. Starting materials: S1N=C(C2=C1C=CC=C2)C2=C(C(=C(C=C2)O)Cl)Cl (4-(benzisothiazol-3-yl)-2,3-dichlorophenol), BrCC(=O)OCC (ethyl bromoacetate), C(=O)([O-])[O-].[K+].[K+] (K2CO3), [OH-].[Na+] (NaOH), [Na] (sodium). The solvent is CN(C=O)C (dimethylformamide). Run at time 30 minute. The product is S1N=C(C2=C1C=CC=C2)C2=C(C(=C(OCC(=O)O)C=C2)Cl)Cl (4-(Benzisothiazol-3-yl)-2,3-dichlorophenoxyacetic acid). Reaction SMILES: [S:1]1[C:5]2[CH:6]=[CH:7][CH:8]=[CH:9][C:4]=2[C:3]([C:10]2[CH:15]=[CH:14][C:13]([OH:16])=[C:12]([Cl:17])[C:11]=2[Cl:18])=[N:2]1.Br[CH2:20][C:21]([O:23]CC)=[O:22].C([O-])([O-])=O.[K+].[K+].[OH-].[Na+].[Na]>CN(C)C=O>[S:1]1[C:5]2[CH:6]=[CH:7][CH:8]=[CH:9][C:4]=2[C:3]([C:10]2[CH:15]=[CH:14][C:13]([O:16][CH2:20][C:21]([OH:23])=[O:22])=[C:12]([Cl:17])[C:11]=2[Cl:18])=[N:2]1 |f:2.3.4,5.6,^1:33|. Procedure details: The phenol product was warmed at 50° for 30 minutes in 100 ml of dimethylformamide containing 2.90 ml of ethyl bromoacetate and 5.5 g of K2CO3. Twenty mililiters (20 ml) of 20% aqueous NaOH was then added to the mixture and warming was continued an additional 30 minutes with vigorous stirring. The product acid which was in the sodium salt formwas filtered off and washed with water, and then with ether. It was then distributed between 2-butanone and 5% HCl. The organic phase was withdrawn, dried ... Reactants: O=C(Nc1ccnc(Br)c1)c1c(Cl)cccc1Cl, O=C([O-])[O-], CCOC(=O)c1ccc(N)cc1, [Cs+], [Cs+], O=C(C=Cc1ccccc1)C=Cc1ccccc1, C1COCCO1, O=C(C=Cc1ccccc1)C=Cc1ccccc1, O=C(C=Cc1ccccc1)C=Cc1ccccc1, [Pd], [Pd], CC1(C)c2cccc(P(c3ccccc3)c3ccccc3)c2Oc2c(P(c3ccccc3)c3ccccc3)cccc21. Yields the product CCOC(=O)c1ccc(Nc2cc(NC(=O)c3c(Cl)cccc3Cl)ccn2)cc1. RXN SMILES: [Br:1][c:2]1[n:3][cH:4][cH:5][c:6]([NH:8][C:9]([c:10]2[c:11]([Cl:17])[cH:12][cH:13][cH:14][c:15]2[Cl:16])=[O:18])[cH:7]1.[C:31](=[O:32])([O-:33])[O-:34].[CH3:19][CH2:20][O:21][C:22](=[O:23])[c:24]1[cH:25][cH:26][c:27]([NH2:28])[cH:29][cH:30]1.[Cs+:35].[Cs+:36].[O:117]=[C:118]([CH:119]=[CH:120][c:121]1[cH:122][cH:123][cH:124][cH:125][cH:126]1)[CH:127]=[CH:128][c:129]1[cH:130][cH:131][cH:132][cH:133][cH:134]1.[O:135]1[CH2:136][CH2:137][O:138][CH2:139][CH2:140]1.[O:81]=[C:82]([CH:83]=[CH:84][c:85]1[cH:86][cH:87][cH:88][cH:89][cH:90]1)[CH:91]=[CH:92][c:93]1[cH:94][cH:95][cH:96][cH:97][cH:98]1.[O:99]=[C:100]([CH:101]=[CH:102][c:103]1[cH:104][cH:105][cH:106][cH:107][cH:108]1)[CH:109]=[CH:110][c:111]1[cH:112][cH:113][cH:114][cH:115][cH:116]1.[Pd:79].[Pd:80].[c:37]1([P:38]([c:39]2[cH:40][cH:41][cH:42][cH:43][cH:44]2)[c:45]2[c:46]3[c:70]([cH:71][cH:72][cH:73]2)[C:67]([CH3:68])([CH3:69])[c:49]2[c:48]([c:53]([P:54]([c:55]4[cH:56][cH:57][cH:58][cH:59][cH:60]4)[c:61]4[cH:62][cH:63][cH:64][cH:65][cH:66]4)[cH:52][cH:51][cH:50]2)[O:47]3)[cH:74][cH:75][cH:76][cH:77][cH:78]1>>[c:2]1([NH:28][c:27]2[cH:26][cH:25][c:24]([C:22]([O:21][CH2:20][CH3:19])=[O:23])[cH:30][cH:29]2)[n:3][cH:4][cH:5][c:6]([NH:8][C:9]([c:10]2[c:11]([Cl:17])[cH:12][cH:13][cH:14][c:15]2[Cl:16])=[O:18])[cH:7]1. RXN SMILES: [CH2:17]=[CH:18][CH:19]([CH:20]=[CH2:21])[OH:22].[CH3:38][N:39]([CH3:40])[c:41]1[cH:42][cH:43][n:44][cH:45][cH:46]1.[CH:23]1([N:24]=[C:25]=[N:26][CH:27]2[CH2:28][CH2:29][CH2:30][CH2:31][CH2:32]2)[CH2:33][CH2:34][CH2:35][CH2:36][CH2:37]1.[Cl:47][CH2:48][Cl:49].[I:1][c:2]1[cH:3][cH:4][c:5]([CH2:7][O:8][CH2:9][CH2:10][CH2:11][CH2:12][CH2:13][C:14](=[O:15])[OH:16])[s:6]1>>[I:1][c:2]1[cH:3][cH:4][c:5]([CH2:7][O:8][CH2:9][CH2:10][CH2:11][CH2:12][CH2:13][C:14]([O:15][CH:19]([CH:18]=[CH2:17])[CH:20]=[CH2:21])=[O:16])[s:6]1. Yields the product C=CC(C=C)OC(=O)CCCCCOCc1ccc(I)s1. Starting materials: C=CC(O)C=C, CN(C)c1ccncc1, C(=NC1CCCCC1)=NC1CCCCC1, ClCCl, O=C(O)CCCCCOCc1ccc(I)s1. The reactants are [N+](=O)([O-])C1=CC=C(O1)C(=O)Cl (5-nitro-2-furancarboxylic acid chloride), N(N)C=1SC2=C(N1)C=CC=C2 (2-hydrazino-benzothiazole). Conditions: temperature 0 celsius, time 1 hour. Product: S1C(=NC2=C1C=CC=C2)NNC(=O)C=2OC(=CC2)[N+](=O)[O-] (N′2-(1,3-benzothiazol-2yl)-5-nitro-2-furanecarbohydrazide). RXN SMILES: [N+:1]([C:4]1[O:8][C:7]([C:9](Cl)=[O:10])=[CH:6][CH:5]=1)([O-:3])=[O:2].[NH:12]([C:14]1[S:15][C:16]2[CH:22]=[CH:21][CH:20]=[CH:19][C:17]=2[N:18]=1)[NH2:13]>>[S:15]1[C:16]2[CH:22]=[CH:21][CH:20]=[CH:19][C:17]=2[N:18]=[C:14]1[NH:12][NH:13][C:9]([C:7]1[O:8][C:4]([N+:1]([O-:3])=[O:2])=[CH:5][CH:6]=1)=[O:10]. Procedure details: The compound 4a was prepared according to above described method by using 5-nitro-2-furancarboxylic acid chloride (300 mg, 1 mmol) and 2-hydrazino-benzothiazole (300 mg, 1.5 mmol) which stirred for 1 h at 0° C. and stirring continued at 25° C. for 11 h (yield 245 mg, 85%). Reactants: O=C(O)c1coc(Br)c1, CCN(C(C)C)C(C)C, ClCCl, NC(Cc1ccccc1C(F)(F)F)CN1C(=O)c2ccccc2C1=O. Product: O=C(NC(Cc1ccccc1C(F)(F)F)CN1C(=O)c2ccccc2C1=O)c1coc(Br)c1. Reaction SMILES: [Br:1][c:2]1[cH:3][c:4]([C:7](=[O:8])[OH:9])[cH:5][o:6]1.[CH:35]([N:36]([CH:37]([CH3:38])[CH3:39])[CH2:40][CH3:41])([CH3:42])[CH3:43].[Cl:44][CH2:45][Cl:46].[NH2:10][CH:11]([CH2:12][N:13]1[C:14](=[O:23])[c:15]2[cH:16][cH:17][cH:18][cH:19][c:20]2[C:21]1=[O:22])[CH2:24][c:25]1[c:26]([C:31]([F:32])([F:33])[F:34])[cH:27][cH:28][cH:29][cH:30]1>>[Br:1][c:2]1[cH:3][c:4]([C:7](=[O:9])[NH:10][CH:11]([CH2:12][N:13]2[C:14](=[O:23])[c:15]3[cH:16][cH:17][cH:18][cH:19][c:20]3[C:21]2=[O:22])[CH2:24][c:25]2[c:26]([C:31]([F:32])([F:33])[F:34])[cH:27][cH:28][cH:29][cH:30]2)[cH:5][o:6]1.